This data is from the Open Reaction Database (ORD), a public repository of structured organic reaction records. The task is: describe an organic reaction: reactants, conditions, products, and yield Starting materials: CC(O)C1CN(Cc2ccccc2)CC1c1ccc(Cl)c(Cl)c1, C1CCOC1, N#Cc1ccc(O)nc1, c1ccc(P(c2ccccc2)c2ccccc2)cc1. Product: CC(Oc1ccc(C#N)cn1)C1CN(Cc2ccccc2)CC1c1ccc(Cl)c(Cl)c1. As a reaction SMILES: [CH2:29]([c:30]1[cH:31][cH:32][cH:33][cH:34][cH:35]1)[N:36]1[CH2:37][CH:38]([CH:49]([CH3:50])[OH:51])[CH:39]([c:41]2[cH:42][c:43]([Cl:48])[c:44]([Cl:47])[cH:45][cH:46]2)[CH2:40]1.[CH2:52]1[O:53][CH2:54][CH2:55][CH2:56]1.[OH:20][c:21]1[n:22][cH:23][c:24]([C:25]#[N:26])[cH:27][cH:28]1.[c:1]1([P:2]([c:3]2[cH:4][cH:5][cH:6][cH:7][cH:8]2)[c:9]2[cH:10][cH:11][cH:12][cH:13][cH:14]2)[cH:15][cH:16][cH:17][cH:18][cH:19]1>>[O:20]([c:21]1[n:22][cH:23][c:24]([C:25]#[N:26])[cH:27][cH:28]1)[CH:49]([CH:38]1[CH2:37][N:36]([CH2:29][c:30]2[cH:31][cH:32][cH:33][cH:34][cH:35]2)[CH2:40][CH:39]1[c:41]1[cH:42][c:43]([Cl:48])[c:44]([Cl:47])[cH:45][cH:46]1)[CH3:50].